From a dataset of the Open Reaction Database (ORD), a public repository of structured organic reaction records. describe an organic reaction: reactants, conditions, products, and yield Reactants: [N+](=O)([O-])[O-].[K+] (potassium nitrate), OC1=NC2=CC=C3C(=C2N=C1O)N=NN3C (7,8-dihydroxy-3-methyl-3H-1,2,3-triazolo[4,5-f]quinoxaline). Run in S(O)(O)(=O)=O (sulfuric acid). Yields the product OC1=NC2=CC(=C3C(=C2N=C1O)N=NN3C)[N+](=O)[O-] (7,8-Dihydroxy-3-methyl-4-nitro-3H-1,2,3-triazolo[4,5-f]quinoxaline). The yield is 82.9%. RXN SMILES: [N+:1]([O-:4])([O-])=[O:2].[K+].[OH:6][C:7]1[C:16]([OH:17])=[N:15][C:14]2[C:9](=[CH:10][CH:11]=[C:12]3[N:20]([CH3:21])[N:19]=[N:18][C:13]3=2)[N:8]=1>S(=O)(=O)(O)O>[OH:6][C:7]1[C:16]([OH:17])=[N:15][C:14]2[C:9](=[CH:10][C:11]([N+:1]([O-:4])=[O:2])=[C:12]3[N:20]([CH3:21])[N:19]=[N:18][C:13]3=2)[N:8]=1 |f:0.1|. Procedure: Finely powdered potassium nitrate (0.47 g, 4.6 mmol) was added portionwise to a stirred solution of 7,8-dihydroxy-3-methyl-3H-1,2,3-triazolo[4,5-f]quinoxaline (1.0 g, 4.6 mmol) in 20 ml of conc. sulfuric acid at 0° C. After 1 h the ice bath was removed and the mixture was stirred over night at room temperature. Then an additional amount of potassium nitrate (0.47 g) was added and stirring was continued over night at room temperature. The solution was poured into ice/water and the precipitated so... The reactants are Cl (HCl), [OH-].[K+] (potassium hydroxide), NC=1C(=CC2=C(N(N=C2C1)C1=CC=C(C=C1)Cl)C(=O)NC)C1CC1 (6-Amino-2-(4-chlorophenyl)-5-cyclopropyl-N-methyl-2H-indazole-3-carboxamide), CCN(C(C)C)C(C)C (DIPEA), CS(=O)(=O)Cl (Methanesulfonyl chloride), Cl (HCl). Solvent: O (Water), CCO (EtOH), C(Cl)Cl (DCM), O (water). Reaction conditions: temperature 0 celsius, time 2 hour. The product is ClC1=CC=C(C=C1)N1N=C2C=C(C(=CC2=C1C(=O)NC)C1CC1)NS(=O)(=O)C (2-(4-Chlorophenyl)-5-cyclopropyl-N-methyl-6-[(methylsulfonyl)amino]-2H-indazole-3-carboxamide). As a reaction SMILES: [NH2:1][C:2]1[C:3]([CH:22]2[CH2:24][CH2:23]2)=[CH:4][C:5]2[C:9]([CH:10]=1)=[N:8][N:7]([C:11]1[CH:16]=[CH:15][C:14]([Cl:17])=[CH:13][CH:12]=1)[C:6]=2[C:18]([NH:20][CH3:21])=[O:19].CCN(C(C)C)C(C)C.[CH3:34][S:35](Cl)(=[O:37])=[O:36].Cl.[OH-].[K+]>C(Cl)Cl.CCO.O>[Cl:17][C:14]1[CH:13]=[CH:12][C:11]([N:7]2[C:6]([C:18]([NH:20][CH3:21])=[O:19])=[C:5]3[C:9]([CH:10]=[C:2]([NH:1][S:35]([CH3:34])(=[O:37])=[O:36])[C:3]([CH:22]4[CH2:24][CH2:23]4)=[CH:4]3)=[N:8]2)=[CH:16][CH:15]=1 |f:4.5|. Reported procedure: To a stirred solution of (viii) (3.0 g, 8.8 mmol) in DCM (90 ml) was added DIPEA (5.4 mL, 30.8 mmol.) and the reaction mixture cooled to 0° C. Methanesulfonyl chloride (1.70 mL, 22.0 mmol) was added dropwise and the reaction stirred for 2 h. Water (100 mL) was then added to the reaction and pH of the aqueous layer adjusted to pH˜5 using aq. 2N HCl. The organics were separated and the aqueous layer was extracted into EtOAc (2×100 mL). The combined organics were dried (Na2SO4) and concentrated in ... The reactants are ClC=1C=NC(NC1)=O (5-chloropyrimidin-2-one), BrCC(=O)C1=CC=C(C=C1)Cl (2-bromo-4'-chloroacetophenone). Run at time 75 minute. Solvent: C(C)N(CC)CC (triethylamine), C(C)O (ethanol). Procedure details: A suspension of 5-chloropyrimidin-2-one (1.202 g) and 2-bromo-4'-chloroacetophenone (2.114 g) in triethylamine (2 ml) and ethanol (20 ml) was stirred at ambient temperature for 75 mins. The resulting suspension was filtered, the solid was washed with water then crystallised from acetone to give the title pyrimidinone (1.973 g,); m.p. 216°-218°; λmaxEtOH 252 nm (ε 22360), 233 nm (ε 2080), λinf 288 nm (ε 1530). Reaction SMILES: [Cl:1][C:2]1[CH:3]=[N:4][C:5](=[O:8])[NH:6][CH:7]=1.Br[CH2:10][C:11]([C:13]1[CH:18]=[CH:17][C:16]([Cl:19])=[CH:15][CH:14]=1)=[O:12]>C(N(CC)CC)C.C(O)C>[Cl:1][C:2]1[CH:3]=[N:4][C:5](=[O:8])[N:6]([CH2:10][C:11]([C:13]2[CH:18]=[CH:17][C:16]([Cl:19])=[CH:15][CH:14]=2)=[O:12])[CH:7]=1. The product is ClC=1C=NC(N(C1)CC(=O)C1=CC=C(C=C1)Cl)=O (5-Chloro-1-(4-chlorophenacyl)primidin-2-one). The yield is 77.0%. Starting materials: C1(C=CC=C2C3=CC=CC=C3C=C12)=O (fluorenone), N (ammonia), Cl (hydrogen chloride). Run in C(C)OCC (diethyl ether). Run at time 1 hour. The product is Cl.C1(C=CC=C2C3=CC=CC=C3C=C12)=N (fluorenone imine hydrochloride). Isolated yield 71.0%. RXN SMILES: [C:1]1(=O)[C:13]2[C:5]([C:6]3[C:11]([CH:12]=2)=[CH:10][CH:9]=[CH:8][CH:7]=3)=[CH:4][CH:3]=[CH:2]1.[NH3:15].[ClH:16]>C(OCC)C>[ClH:16].[C:1]1(=[NH:15])[C:13]2[C:5]([C:6]3[C:11]([CH:12]=2)=[CH:10][CH:9]=[CH:8][CH:7]=3)=[CH:4][CH:3]=[CH:2]1 |f:4.5|. Reported procedure: The fluorenone (4.0 g, 22.2 mmol) was stirred in an autoclave of 110° C. for three days in an ammonia atmosphere (7 to 8 atm). After the reaction, it was allowed to dissolve in diethyl ether. And, hydrogen chloride was blown into it. It was stirred for one hour at room temperature. The obtained suspension was filtered, and the filtrate was cleaned with the diethyl ether. With this, fluorenone imine hydrochloride (3.4 g, 71%) was obtained. This hydrochloride was allowed to decompose with an ammon...